Dataset: the Open Reaction Database (ORD), a public repository of structured organic reaction records. Task: describe an organic reaction: reactants, conditions, products, and yield The reactants are CCCc1nnc(N)s1, CN=C=O, CN(C)C=O. Product: CCCc1nnc(NC(=O)NC)s1. As a reaction SMILES: [CH2:1]([CH2:2][CH3:3])[c:4]1[s:5][c:6]([NH2:9])[n:7][n:8]1.[CH3:10][N:11]=[C:12]=[O:13].[O:14]=[CH:15][N:16]([CH3:17])[CH3:18]>>[CH2:1]([CH2:2][CH3:3])[c:4]1[s:5][c:6]([NH:9][C:12]([NH:11][CH3:10])=[O:13])[n:7][n:8]1. Starting materials: ClC=1C=C(CC=2N=C(SC2C(=O)OCC)N2CCOCC2)C=CC1Cl (ethyl 4-(3,4-dichlorobenzyl)-2-morpholinothiazole-5-carboxylate), solution, [H-].[H-].[H-].[H-].[Li+].[Al+3] (LAH). Run in C1CCOC1 (THF), C1CCOC1 (THF). Conditions: time 2 hour. Yields the product ClC=1C=C(CC=2N=C(SC2CO)N2CCOCC2)C=CC1Cl ((4-(3,4-dichlorobenzyl)-2-morpholinothiazol-5-yl)methanol). Isolated yield 65.5%. Reaction SMILES: [Cl:1][C:2]1[CH:3]=[C:4]([CH:22]=[CH:23][C:24]=1[Cl:25])[CH2:5][C:6]1[N:7]=[C:8]([N:16]2[CH2:21][CH2:20][O:19][CH2:18][CH2:17]2)[S:9][C:10]=1[C:11](OCC)=[O:12].[H-].[H-].[H-].[H-].[Li+].[Al+3]>C1COCC1>[Cl:1][C:2]1[CH:3]=[C:4]([CH:22]=[CH:23][C:24]=1[Cl:25])[CH2:5][C:6]1[N:7]=[C:8]([N:16]2[CH2:17][CH2:18][O:19][CH2:20][CH2:21]2)[S:9][C:10]=1[CH2:11][OH:12] |f:1.2.3.4.5.6|. Reported procedure: To a solution of ethyl 4-(3,4-dichlorobenzyl)-2-morpholinothiazole-5-carboxylate (4.92 g, 12.2 mmol) in THF (100 mL) was added a 2.00 M solution of LAH in THF (12.9 mL, 25.8 mmol) and the resulting solution was stirred for 2 hours at room temperature. The reaction was quenched by adding saturated NH4Cl (26 mL) followed by 1M HCl (26 mL). Water (100 mL) and ethyl acetate (200 mL) were then added. The layers were separated and the organic layer was washed with brine (50 mL). The organic layer was ... Reactants: [OH-].[Na+] (sodium hydroxide), O[C@@]1(C2=CC=CC=C2C=2C(=CC(=CC12)OCCC(C)(C)O)C=1C=NN(C1)C(C(=O)OCC)(C)C)C(F)(F)F (Ethyl 2-{4-[(9R)-9-hydroxy-2-(3-hydroxy-3-methylbutyloxy)-9-(trifluoromethyl)-9H-fluoren-4-yl]-1H-pyrazol-1-yl}-2-methylpropionate), Cl (hydrochloric acid). Solvent: C(C)O (ethanol). Run at time 2.5 hour. Yields the product O[C@@]1(C2=CC=CC=C2C=2C(=CC(=CC12)OCCC(C)(C)O)C=1C=NN(C1)C(C(=O)O)(C)C)C(F)(F)F (2-{4-[(9R)-9-Hydroxy-2-(3-hydroxy-3-methylbutyloxy)-9-(trifluoromethyl)-9H-fluoren-4-yl]-1H-pyrazol-1-yl}-2-methylpropionic acid). Yield: 108.0%. Reaction SMILES: [OH:1][C@@:2]1([C:35]([F:38])([F:37])[F:36])[C:14]2[CH:13]=[C:12]([O:15][CH2:16][CH2:17][C:18]([OH:21])([CH3:20])[CH3:19])[CH:11]=[C:10]([C:22]3[CH:23]=[N:24][N:25]([C:27]([CH3:34])([CH3:33])[C:28]([O:30]CC)=[O:29])[CH:26]=3)[C:9]=2[C:8]2[C:3]1=[CH:4][CH:5]=[CH:6][CH:7]=2.[OH-].[Na+].Cl>C(O)C>[OH:1][C@@:2]1([C:35]([F:37])([F:38])[F:36])[C:14]2[CH:13]=[C:12]([O:15][CH2:16][CH2:17][C:18]([OH:21])([CH3:19])[CH3:20])[CH:11]=[C:10]([C:22]3[CH:23]=[N:24][N:25]([C:27]([CH3:33])([CH3:34])[C:28]([OH:30])=[O:29])[CH:26]=3)[C:9]=2[C:8]2[C:3]1=[CH:4][CH:5]=[CH:6][CH:7]=2 |f:1.2|. Procedure: Ethyl 2-{4-[(9R)-9-hydroxy-2-(3-hydroxy-3-methylbutyloxy)-9-(trifluoromethyl)-9H-fluoren-4-yl]-1H-pyrazol-1-yl}-2-methylpropionate (68.4 g) was dissolved in ethanol (256 ml), 4N aqueous sodium hydroxide (128 ml) was added, and the mixture was stirred at room temperature for 2.5 hr. The reaction mixture was ice-cooled, 2N hydrochloric acid (333 ml) was added dropwise, and the mixture was extracted with ethyl acetate (500 ml). The obtained organic layer was washed successively with water (400 ml, ... Starting materials: C(C1=CC=CC=C1)=C1C(C2=CC=CC=C2CC1)=O (2-benzylidene-1-tetralone), OO (H2O2), [OH-].[Na+] (NaOH). Run in CO (MeOH). Product: C(C1=CC=CC=C1)=C1C(C2=CC=CC3C2(CC1)O3)=O (2-Benzylidene-1-tetralone oxide). The yield is 102.2%. RXN SMILES: [CH:1](=[C:8]1[CH2:17][CH2:16][C:15]2[C:10](=[CH:11][CH:12]=[CH:13][CH:14]=2)[C:9]1=[O:18])[C:2]1[CH:7]=[CH:6][CH:5]=[CH:4][CH:3]=1.[OH:19]O.[OH-].[Na+]>CO>[CH:1](=[C:8]1[CH2:17][CH2:16][C:15]23[O:19][CH:14]2[CH:13]=[CH:12][CH:11]=[C:10]3[C:9]1=[O:18])[C:2]1[CH:3]=[CH:4][CH:5]=[CH:6][CH:7]=1 |f:2.3|. Procedure: Ten grams (0.043 mole) of 2-benzylidene-1-tetralone (prepared as described in U.S. Pat. No. 3,926,988) is dissolved in 650 ml of MeOH at 35°, stirred, and treated with 10.5 g (0.092 mole) of 30% H2O2, followed by 10.5 ml (0.042 mole) of 16% NaOH solution while maintaining the temperature at 35°-36°. After stirring for 4 hours at room temperature, the solution is concentrated to approximately 50 ml on a rotary evaporator (high vacuum, low heat), diluted with 250 ml of cold H2O (an oil separates),... Reactants: CC1C(Br)C(=O)C=C2C(Br)(CBr)CC3C4CCC(=O)C4(C)CCC3C21C, CC(C)=O, [I-], [Na+]. Product: C=C1CC2C3CCC(=O)C3(C)CCC2C2(C)C1=CC(=O)C(Br)C2C. Reaction SMILES: [CH3:1][CH:2]1[CH:3]([Br:26])[C:4](=[O:25])[CH:5]=[C:6]2[C:7]([CH2:22][Br:24])([Br:23])[CH2:8][CH:9]3[CH:10]4[CH2:11][CH2:12][C:13](=[O:21])[C:14]4([CH3:15])[CH2:16][CH2:17][CH:18]3[C:19]12[CH3:20].[CH3:29][C:30](=[O:31])[CH3:32].[I-:28].[Na+:27]>>[CH3:1][CH:2]1[CH:3]([Br:26])[C:4](=[O:25])[CH:5]=[C:6]2[C:7](=[CH2:22])[CH2:8][CH:9]3[CH:10]4[CH2:11][CH2:12][C:13](=[O:21])[C:14]4([CH3:15])[CH2:16][CH2:17][CH:18]3[C:19]12[CH3:20]. Reactants: ClC1=CC=C(C=C1)NC(CCC)=N (N-(4-chloro phenyl)-butyrimidamide), ClC1=CC=C(C=C1)NC(CCC)=N (N-(4-chloro phenyl)-butyrimidamide), C(=O)(O)[O-].[Na+] (NaHCO3), BrCC(C(=O)OCC)=O (ethyl 3-bromo-2-oxopropanoate), BrCC(C(=O)OCC)=O (ethyl 3-bromo-2-oxopropanoate), CC(=O)O (AcOH). Solvent: CC(C)O (i-PrOH). Run at temperature 85 celsius, time 72 hour. The product is ClC1=CC=C(C=C1)N1C(=NC(=C1)C(=O)OCC)CCC (Ethyl 1-(4-chlorophenyl)-2-propyl-1H-imidazole-4-carboxylate). Yield: 24.6%. As a reaction SMILES: [Cl:1][C:2]1[CH:7]=[CH:6][C:5]([NH:8][C:9](=[NH:13])[CH2:10][CH2:11][CH3:12])=[CH:4][CH:3]=1.C([O-])(O)=O.[Na+].Br[CH2:20][C:21](=O)[C:22]([O:24][CH2:25][CH3:26])=[O:23].CC(O)=O>CC(O)C>[Cl:1][C:2]1[CH:3]=[CH:4][C:5]([N:8]2[CH:20]=[C:21]([C:22]([O:24][CH2:25][CH3:26])=[O:23])[N:13]=[C:9]2[CH2:10][CH2:11][CH3:12])=[CH:6][CH:7]=1 |f:1.2|. Reported procedure: To a solution of N-(4-chlorophenyl)butyrimidamide (compound 3, 3.5 g, 17.80 mmol), NaHCO3 (3.14 g, 37.38 mmol) in i-PrOH was added ethyl bromopyruvate (compound 4, 4.7 mL, 37.38 mmol) under N2. The reaction mixture was stirred at 85° C. for 72 hrs, then added AcOH (15 mL). After 4 hrs, the mixture was concentrated under reduced pressure. The residue was diluted with H2O, and extracted with CH2Cl2. The organic layer was washed with saturated NaHCO3 and 1N-HCl solution, then dried over anhydrous M... The reactants are CN1C2=CC[C@H]3[C@@H]4CC[C@@H]([C@@]4(C)CC[C@@H]3[C@]2(CCC1=O)C)C(=O)O (4-methyl-3-oxo-4-azaandrost-5-ene-17β-carboxylic acid), C1(=CC=CC=C1)[C@H](CC1=CC=C(C=C1)C)N ((S)-1-phenyl-2-(4-methylphenyl)ethylamine). The product is C1(=CC=CC=C1)[C@H](CC1=CC=C(C=C1)C)NC(=O)[C@@H]1[C@]2(C)[C@@H](CC1)[C@@H]1CC=C3N(C(CC[C@]3(C)[C@H]1CC2)=O)C (N-[(S)-1-Phenyl-2-(4-methylphenyl)ethyl]-4-methyl-3-oxo-4-azaandrost-5-ene-17β-carboxamide). Isolated yield 58.0%. As a reaction SMILES: [CH3:1][N:2]1[C:19](=[O:20])[CH2:18][CH2:17][C@@:16]2([CH3:21])[C:3]1=[CH:4][CH2:5][C@@H:6]1[C@@H:15]2[CH2:14][CH2:13][C@@:11]2([CH3:12])[C@H:7]1[CH2:8][CH2:9][C@@H:10]2[C:22](O)=[O:23].[C:25]1([C@@H:31]([NH2:40])[CH2:32][C:33]2[CH:38]=[CH:37][C:36]([CH3:39])=[CH:35][CH:34]=2)[CH:30]=[CH:29][CH:28]=[CH:27][CH:26]=1>>[C:25]1([C@@H:31]([NH:40][C:22]([C@H:10]2[CH2:9][CH2:8][C@H:7]3[C@H:6]4[C@H:15]([CH2:14][CH2:13][C@:11]23[CH3:12])[C@:16]2([CH3:21])[C:3]([N:2]([CH3:1])[C:19](=[O:20])[CH2:18][CH2:17]2)=[CH:4][CH2:5]4)=[O:23])[CH2:32][C:33]2[CH:34]=[CH:35][C:36]([CH3:39])=[CH:37][CH:38]=2)[CH:30]=[CH:29][CH:28]=[CH:27][CH:26]=1. Procedure: The title compound was prepared in a yield of 58% in a similar manner to that described in Example 1 by reacting 4-methyl-3-oxo-4-azaandrost-5-ene-17β-carboxylic acid (prepared as described in Preparation 5) and (S)-1-phenyl-2-(4-methylphenyl)ethylamine. Starting materials: FC=1C=C(C=CC1OC(F)(F)F)NC(C1=CC(=CC=C1)I)=O (N-(3-fluoro-4-(trifluoromethoxy)phenyl)-3-iodobenzamide), N1=CN=CC(=C1)B(O)O (pyrimidin-5-ylboronic acid). Procedure: The title compound was prepared in an analogous fashion to that described infashion to that described in Example 1 using N-(3-fluoro-4-(trifluoromethoxy)phenyl)-3-iodobenzamide (Stage 9.1) and pyrimidin-5-ylboronic acid to afford the title compound as a white solid. UPLC-MS (Condition 1) tR=2.63 min, m/z=378.0 [M+H]+, m/z=376.1 [M−H]−; 1H-NMR (400 MHz, DMSO-d6) δ ppm 7.56-7.64 (m, 1H) 7.66 (dd, J=9.0, 1.2 Hz, 1H) 7.70-7.76 (m, 1H) 7.97-8.11 (m, 3H) 8.36 (s, 1H) 9.25 (s, 1H) 9.26 (s, 2H) 10.67 (s... Reaction SMILES: [F:1][C:2]1[CH:3]=[C:4]([NH:13][C:14](=[O:22])[C:15]2[CH:20]=[CH:19][CH:18]=[C:17](I)[CH:16]=2)[CH:5]=[CH:6][C:7]=1[O:8][C:9]([F:12])([F:11])[F:10].[N:23]1[CH:28]=[C:27](B(O)O)[CH:26]=[N:25][CH:24]=1>>[F:1][C:2]1[CH:3]=[C:4]([NH:13][C:14](=[O:22])[C:15]2[CH:20]=[CH:19][CH:18]=[C:17]([C:27]3[CH:28]=[N:23][CH:24]=[N:25][CH:26]=3)[CH:16]=2)[CH:5]=[CH:6][C:7]=1[O:8][C:9]([F:12])([F:11])[F:10]. The product is FC=1C=C(C=CC1OC(F)(F)F)NC(C1=CC(=CC=C1)C=1C=NC=NC1)=O (N-(3-Fluoro-4-(trifluoromethoxy)phenyl)-3-(pyrimidin-5-yl)benzamide). Starting materials: Cc1ccccc1, O=C1CCC(=O)N1Cl, CC1(C)C(C(=O)OCC(Cl)(Cl)Cl)N2C(=O)C(NC(=O)Cc3ccccc3)C2S1=O. Yields the product C=C(C)C(C(=O)OCC(Cl)(Cl)Cl)N1C(=O)C(NC(=O)Cc2ccccc2)C1S(=O)Cl. Reaction SMILES: [CH3:38][c:39]1[cH:40][cH:41][cH:42][cH:43][cH:44]1.[Cl:30][N:31]1[C:32](=[O:33])[CH2:34][CH2:35][C:36]1=[O:37].[c:1]1([CH2:7][C:8](=[O:9])[NH:10][CH:11]2[CH:12]3[N:13]([CH:14]([C:20](=[O:21])[O:22][CH2:23][C:24]([Cl:25])([Cl:26])[Cl:27])[C:15]([CH3:18])([CH3:19])[S:16]3=[O:17])[C:28]2=[O:29])[cH:2][cH:3][cH:4][cH:5][cH:6]1>>[c:1]1([CH2:7][C:8](=[O:9])[NH:10][CH:11]2[CH:12]([S:16](=[O:17])[Cl:30])[N:13]([CH:14]([C:15]([CH3:18])=[CH2:19])[C:20](=[O:21])[O:22][CH2:23][C:24]([Cl:25])([Cl:26])[Cl:27])[C:28]2=[O:29])[cH:2][cH:3][cH:4][cH:5][cH:6]1. Starting materials: C([O-])([O-])=O.[K+].[K+] (potassium carbonate), Cl.N[C@@H](CCCC)C(=O)OC (rac-methyl norleucinate hydrochloride), ClC(=O)OCC1=CC=CC=C1 (benzyl chloroformate). The solvent is O (water), O.C1CCOC1 (water THF). Run at temperature 0 celsius, time 8 hour. Product: C(C1=CC=CC=C1)OC(=O)N[C@@H](CCCC)C(=O)OC (rac-Methyl N-[(benzyloxy)carbonyl]norleucinate). RXN SMILES: Cl.[NH2:2][C@H:3]([C:8]([O:10][CH3:11])=[O:9])[CH2:4][CH2:5][CH2:6][CH3:7].C(=O)([O-])[O-].[K+].[K+].Cl[C:19]([O:21][CH2:22][C:23]1[CH:28]=[CH:27][CH:26]=[CH:25][CH:24]=1)=[O:20]>O.C1COCC1.O>[CH2:22]([O:21][C:19]([NH:2][C@H:3]([C:8]([O:10][CH3:11])=[O:9])[CH2:4][CH2:5][CH2:6][CH3:7])=[O:20])[C:23]1[CH:28]=[CH:27][CH:26]=[CH:25][CH:24]=1 |f:0.1,2.3.4,6.7|. Procedure: 12 g (66.1 mmol) of rac-methyl norleucinate hydrochloride were initially charged in 974 ml of water/THF (8:1), and 28.3 g (204.8 mmol) of potassium carbonate were added. The reaction mixture was cooled to 0° C. 12.3 ml (72.7 mmol) of benzyl chloroformate were slowly added dropwise and the reaction mixture was stirred at RT overnight. The mixture was diluted with 480 ml of water and extracted three times with dichloromethane. The combined organic phases were dried over sodium sulphate, filtered o...